This data is from the Open Reaction Database (ORD), a public repository of structured organic reaction records. The task is: describe an organic reaction: reactants, conditions, products, and yield Reactants: CCN(c1cn2nc(-c3ccc(F)cc3)c(C(=O)NC)c2cc1OCc1ccccc1)S(C)(=O)=O, CCCC[N+](CCCC)(CCCC)CCCC, ClCCl, [I-]. Yields the product CCN(c1cn2nc(-c3ccc(F)cc3)c(C(=O)NC)c2cc1O)S(C)(=O)=O. Reaction SMILES: [CH2:1]([c:2]1[cH:3][cH:4][cH:5][cH:6][cH:7]1)[O:8][c:9]1[cH:10][c:11]2[n:12]([cH:13][c:14]1[N:15]([S:16](=[O:17])(=[O:18])[CH3:19])[CH2:20][CH3:21])[n:22][c:23](-[c:29]1[cH:30][cH:31][c:32]([F:35])[cH:33][cH:34]1)[c:24]2[C:25](=[O:26])[NH:27][CH3:28].[CH2:40]([N+:41]([CH2:42][CH2:43][CH2:44][CH3:45])([CH2:46][CH2:47][CH2:48][CH3:49])[CH2:50][CH2:51][CH2:52][CH3:53])[CH2:54][CH2:55][CH3:56].[Cl:36][CH2:37][Cl:38].[I-:39]>>[OH:8][c:9]1[cH:10][c:11]2[n:12]([cH:13][c:14]1[N:15]([S:16](=[O:17])(=[O:18])[CH3:19])[CH2:20][CH3:21])[n:22][c:23](-[c:29]1[cH:30][cH:31][c:32]([F:35])[cH:33][cH:34]1)[c:24]2[C:25](=[O:26])[NH:27][CH3:28]. Isolated yield 96.5%. The product is [K+].BrC=1C(=NSC1C(=O)[O-])OCC (4-bromo-3-ethoxyisothiazole-5-carboxylic acid potassium salt). Run at time 10 minute. Reactants: C(C)OC1=NSC(=C1Br)C(=O)O (3-ethoxy-4-bromoisothiazole-5-carboxylic acid), [OH-].[K+] (potassium hydroxide). Reported procedure: To a solution of 3-ethoxy-4-bromoisothiazole-5-carboxylic acid (2.02 g, 0.0080 mol) in methanol (8 ml) there was added a solution of potassium hydroxide (0.45 g, 0.0080 mol) in methanol (8 ml). The resulting solution was stirred at ambient temperature for 10 minutes and concentrated to dryness in vacuo. The residue was dried (60°, 0.1 mm) to give 4-bromo-3-ethoxyisothiazole-5-carboxylic acid potassium salt (2.24 g, 97%, mp 265°-268° (d)). RXN SMILES: [CH2:1]([O:3][C:4]1[C:8]([Br:9])=[C:7]([C:10]([OH:12])=[O:11])[S:6][N:5]=1)[CH3:2].[OH-].[K+:14]>CO>[K+:14].[Br:9][C:8]1[C:4]([O:3][CH2:1][CH3:2])=[N:5][S:6][C:7]=1[C:10]([O-:12])=[O:11] |f:1.2,4.5|. Run in CO (methanol), CO (methanol).